Dataset: the Open Reaction Database (ORD), a public repository of structured organic reaction records. Task: describe an organic reaction: reactants, conditions, products, and yield Starting materials: [BH4-].[Na+] (Sodium borohydride), CN (Methylamine), N1=C2C(=CC=C1)C(C1=C(C=C2)C=CC=C1)=O (benzo[4,5]cyclohepta[1,2-b]pyridin-5-one), C([O-])([O-])=O.[K+].[K+] (potassium carbonate), Cl (HCl). The reagents and catalysts are Cl[Ti](Cl)(Cl)Cl (TiCl4). The solvent is C1=CC=CC=C1 (benzene), C1=CC=CC=C1 (benzene). Conditions: temperature 25 celsius, time 18 hour. The product is CNC1C2=C(C=CC3=NC=CC=C31)C=CC=C2 (5-methylamino-5H-benzo[4,5]cyclohepta[1,2-b]pyridine). Reaction SMILES: [CH3:1][NH2:2].[N:3]1[CH:8]=[CH:7][CH:6]=[C:5]2[C:9](=O)[C:10]3[CH:17]=[CH:16][CH:15]=[CH:14][C:11]=3[CH:12]=[CH:13][C:4]=12.C(=O)([O-])[O-].[K+].[K+].[BH4-].[Na+].Cl>C1C=CC=CC=1.Cl[Ti](Cl)(Cl)Cl>[CH3:1][NH:2][CH:9]1[C:5]2[C:4](=[N:3][CH:8]=[CH:7][CH:6]=2)[CH:13]=[CH:12][C:11]2[CH:14]=[CH:15][CH:16]=[CH:17][C:10]1=2 |f:2.3.4,5.6|. Procedure details: Methylamine (3.72 g., 0.12 mole) is added to a mechanically stirred mixture of benzo[4,5]cyclohepta[1,2-b]pyridin-5-one (6.0 g., 0.03 mole) in benzene (150 ml.). A solution of TiCl4 (2.1 ml.) in benzene (50 ml.) is added and the mixture is stirred at 25° C. for 18 hours. Anhydrous potassium carbonate is added to the mixture and it is filtered through diatomaceous earth. The filtrate is evaporated to an amber oil (5.47 g.) which is dissolved in acetonitrile (150 ml.). Sodium borohydride (5.47 g.,... Reactants: ClC1=CC=C(C=C1)CNC(C1=C(C=C(C=C1C(=C)C)N1CCOCC1)F)=O (N-[(4-chlorophenyl)-methyl]-2-fluoro-6-isopropenyl-4-morpholin-4-yl-benzamide). The solvent is CO (methanol). Run at time 45 minute. Product: ClC1=CC=C(C=C1)CNC(C1=C(C=C(C=C1C(C)C)N1CCOCC1)F)=O (N-[(4-chlorophenyl)-methyl]-2-fluoro-6-isopropyl-4-morpholin-4-yl-benzamide). Isolated yield 32.3%. Reaction SMILES: [Cl:1][C:2]1[CH:7]=[CH:6][C:5]([CH2:8][NH:9][C:10](=[O:27])[C:11]2[C:16]([C:17]([CH3:19])=[CH2:18])=[CH:15][C:14]([N:20]3[CH2:25][CH2:24][O:23][CH2:22][CH2:21]3)=[CH:13][C:12]=2[F:26])=[CH:4][CH:3]=1>CO>[Cl:1][C:2]1[CH:7]=[CH:6][C:5]([CH2:8][NH:9][C:10](=[O:27])[C:11]2[C:16]([CH:17]([CH3:19])[CH3:18])=[CH:15][C:14]([N:20]3[CH2:21][CH2:22][O:23][CH2:24][CH2:25]3)=[CH:13][C:12]=2[F:26])=[CH:4][CH:3]=1. Procedure: A stirred solution of N-[(4-chlorophenyl)-methyl]-2-fluoro-6-isopropenyl-4-morpholin-4-yl-benzamide (0.12 g, 0.31 mmol) in methanol (10 ml) is degassed and flushed with nitrogen before 10% palladium on carbon (25 mg) is added and the mixture is hydrogenated under hydrogen for 45 min at room temperature. After completion of the reaction (monitored by TLC), the mixture is filtered through a pad of celite and concentrated in vacuo. The resulting crude product is purified by preparative HPLC to obta... The reactants are O=C1CCC(=O)N1Cl, ON=Cc1c(Cl)cccc1Cl, CN(C)C=O. The product is ClON=Cc1c(Cl)cccc1Cl. Reaction SMILES: [Cl:1][N:2]1[C:3](=[O:4])[CH2:5][CH2:6][C:7]1=[O:8].[Cl:9][c:10]1[c:11]([CH:12]=[N:13][OH:14])[c:15]([Cl:19])[cH:16][cH:17][cH:18]1.[O:20]=[CH:21][N:22]([CH3:23])[CH3:24]>>[Cl:1][O:14][N:13]=[CH:12][c:11]1[c:10]([Cl:9])[cH:18][cH:17][cH:16][c:15]1[Cl:19]. Reactants: CCc1cnn(C)c1-c1cc(C(=O)OC)sc1C, [Na+], C1CCOC1, [OH-]. Yields the product CCc1cnn(C)c1-c1cc(C(=O)O)sc1C. RXN SMILES: [CH2:1]([CH3:2])[c:3]1[cH:4][n:5][n:6]([CH3:18])[c:7]1-[c:8]1[cH:9][c:10]([C:14](=[O:15])[O:16][CH3:17])[s:11][c:12]1[CH3:13].[Na+:20].[O:21]1[CH2:22][CH2:23][CH2:24][CH2:25]1.[OH-:19]>>[CH2:1]([CH3:2])[c:3]1[cH:4][n:5][n:6]([CH3:18])[c:7]1-[c:8]1[cH:9][c:10]([C:14](=[O:15])[OH:16])[s:11][c:12]1[CH3:13]. Procedure details: 0.03 ml (0.40 mmol) of trifluoroacetic acid was added to 70.0 mg (0.34 mmol) of the compound from Example 119A and 65.4 mg (0.37 mmol) of the compound from Example 8A in 1.6 ml of dichloromethane at 0° C., and the mixture was stirred at 0° C. for 4 h. It was diluted with dichloromethane and added to saturated aqueous ammonium chloride solution, the phases were separated, the aqueous phase was extracted with dichloromethane, and the combined organic phases were dried over magnesium sulfate, filte... Starting materials: [Cl-].[NH4+] (ammonium chloride), FC(C(=O)O)(F)F (trifluoroacetic acid), ClC1=CC=C2CCC(C2=C1)(O)C1CC1 (6-Chloro-1-cyclopropyl-2,3-dihydro-1H-inden-1-ol), CSCC=1C=CC=C2C=CNC12 (7-[(Methylsulfanyl)methyl]-1H-indole). Reaction conditions: temperature 0 celsius, time 4 hour. The solvent is ClCCl (dichloromethane), ClCCl (dichloromethane). Yields the product ClC1=CC=C2CCC(C2=C1)(C1CC1)C1=CNC2=C(C=CC=C12)CSC (3-(6-Chloro-1-cyclopropyl-2,3-dihydro-1H-inden-1-yl)-7-[(methylsulfanyl)methyl]-1H-indole). RXN SMILES: FC(F)(F)C(O)=O.[Cl:8][C:9]1[CH:17]=[C:16]2[C:12]([CH2:13][CH2:14][C:15]2([CH:19]2[CH2:21][CH2:20]2)O)=[CH:11][CH:10]=1.[CH3:22][S:23][CH2:24][C:25]1[CH:26]=[CH:27][CH:28]=[C:29]2[C:33]=1[NH:32][CH:31]=[CH:30]2.[Cl-].[NH4+]>ClCCl>[Cl:8][C:9]1[CH:17]=[C:16]2[C:12]([CH2:13][CH2:14][C:15]2([C:30]2[C:29]3[C:33](=[C:25]([CH2:24][S:23][CH3:22])[CH:26]=[CH:27][CH:28]=3)[NH:32][CH:31]=2)[CH:19]2[CH2:21][CH2:20]2)=[CH:11][CH:10]=1 |f:3.4|.